Task: describe an organic reaction: reactants, conditions, products, and yield. Dataset: the Open Reaction Database (ORD), a public repository of structured organic reaction records Reactants: ClC1=NC(=C(C2=CC=CC=C12)O)C(=O)NCC(=O)O ([(1-chloro-4-hydroxy-isoquinoline-3-carbonyl)-amino]-acetic acid), ClC1=CC=C(C=C1)S (4-chlorobenzenethiol). The product is ClC1=CC=C(C=C1)SC1=NC(=C(C2=CC=CC=C12)O)C(=O)NCC(=O)O ({[1-(4-Chloro-phenylsulfanyl)-4-hydroxy-isoquinoline-3-carbonyl]-amino}-acetic acid). Reaction SMILES: Cl[C:2]1[C:11]2[C:6](=[CH:7][CH:8]=[CH:9][CH:10]=2)[C:5]([OH:12])=[C:4]([C:13]([NH:15][CH2:16][C:17]([OH:19])=[O:18])=[O:14])[N:3]=1.[Cl:20][C:21]1[CH:26]=[CH:25][C:24]([SH:27])=[CH:23][CH:22]=1>>[Cl:20][C:21]1[CH:26]=[CH:25][C:24]([S:27][C:2]2[C:11]3[C:6](=[CH:7][CH:8]=[CH:9][CH:10]=3)[C:5]([OH:12])=[C:4]([C:13]([NH:15][CH2:16][C:17]([OH:19])=[O:18])=[O:14])[N:3]=2)=[CH:23][CH:22]=1. Procedure: The title compound was prepared from [(1-chloro-4-hydroxy-isoquinoline-3-carbonyl)-amino]-acetic acid (U.S. Pat. No. 6,093,730) and 4-chlorobenzenethiol under conditions analogous to Example D-110; MS (+) m/z 389.06 (M+1) Starting materials: F[C@]1([C@@H](O[C@@H]([C@H]1O)CO)N1C(=O)N=C(N)C=C1)C (2′-Deoxy-2′-fluoro-2′-C-methylcytidine), C(C1=CC=CC=C1)(=O)Cl (benzoyl chloride). The solvent is N1=CC=CC=C1 (pyridine). Conditions: temperature 0 celsius, time 1.5 hour. The product is C(C1=CC=CC=C1)(=O)NC1=NC(N([C@H]2[C@]([C@](O)([C@@H](C(O)C(C3=CC=CC=C3)=O)O2)C(C2=CC=CC=C2)=O)(C)F)C=C1)=O (N4,3′,5′-tribenzoyl-2′-Deoxy-2′-fluoro-2′-C-methylcytidine). Yield: 90.7%. Reaction SMILES: [F:1][C@:2]1([CH3:18])[C@H:6]([OH:7])[C@@H:5]([CH2:8][OH:9])[O:4][C@H:3]1[N:10]1[CH:17]=[CH:16][C:14]([NH2:15])=[N:13][C:11]1=[O:12].[C:19](Cl)(=[O:26])[C:20]1[CH:25]=[CH:24][CH:23]=[CH:22][CH:21]=1>N1C=CC=CC=1>[C:19]([NH:15][C:14]1[CH:16]=[CH:17][N:10]([C@@H:3]2[O:4][C@H:5]([CH:8]([C:19](=[O:26])[C:20]3[CH:25]=[CH:24][CH:23]=[CH:22][CH:21]=3)[OH:9])[C@@:6]([C:19](=[O:26])[C:20]3[CH:25]=[CH:24][CH:23]=[CH:22][CH:21]=3)([OH:7])[C@:2]2([F:1])[CH3:18])[C:11](=[O:12])[N:13]=1)(=[O:26])[C:20]1[CH:25]=[CH:24][CH:23]=[CH:22][CH:21]=1. Reported procedure: 2′-Deoxy-2′-fluoro-2′-C-methylcytidine (1.0 g, 1 eq) (Clark, J., et al., J. Med. Chem., 2005, 48, 5504-5508) was dissolved in 10 ml of anhydrous pyridine and concentrated to dryness in vacuo. The resulting syrup was dissolved in 20 ml of anhydrous pyridine under nitrogen and cooled to 0° C. with stirring. The brown solution was treated with benzoyl chloride (1.63 g, 3 eq) dropwise over 10 min. The ice bath was removed and stirring continued for 1.5 h whereby thin-layer chromatography (TLC) showe... Reactants: Cl (HCl), OC=1C=NC(=C(C(=O)OC)C1)C=1NC(C(N1)(C)C(C)C)=O (methyl 5-hydroxy-2-(4-isopropyl-4-methyl-5-oxo-2-imidazolin-2-yl)-nicotinate), C[O-].[Na+] (sodium methoxide), ClC(F)F (chlorodifluoromethane). The solvent is CO (methanol). Run at temperature 5 celsius. Yields the product FC(OC=1C=NC(=C(C(=O)OC)C1)C=1NC(C(N1)(C)C(C)C)=O)F (methyl 5-difluoromethoxy-2-(4-isopropyl-4-methyl-5-oxo-2-imidazolin-2-yl)nicotinate). As a reaction SMILES: [OH:1][C:2]1[CH:3]=[N:4][C:5]([C:12]2[NH:13][C:14](=[O:21])[C:15]([CH:18]([CH3:20])[CH3:19])([CH3:17])[N:16]=2)=[C:6]([CH:11]=1)[C:7]([O:9][CH3:10])=[O:8].C[O-].[Na+].Cl[CH:26]([F:28])[F:27].Cl>CO>[F:27][CH:26]([F:28])[O:1][C:2]1[CH:3]=[N:4][C:5]([C:12]2[NH:13][C:14](=[O:21])[C:15]([CH:18]([CH3:19])[CH3:20])([CH3:17])[N:16]=2)=[C:6]([CH:11]=1)[C:7]([O:9][CH3:10])=[O:8] |f:1.2|. Reported procedure: Into a solution containing 1.25 g methyl 5-hydroxy-2-(4-isopropyl-4-methyl-5-oxo-2-imidazolin-2-yl)-nicotinate and 1.40 g sodium methoxide in 50 mL absolute methanol at 50° C. is passed through a dispersion tube, chlorodifluoromethane for one hour. The mixture is cooled to 5° C. and the pH adjusted to 5 with 2N methanolic HCl. The solution is filtered and the filtrate concentrated in vacuo. The residue is extracted with 2×100 mL ether, the extracts combined, dried and concentrated. The residue i...